Dataset: the Open Reaction Database (ORD), a public repository of structured organic reaction records. Task: describe an organic reaction: reactants, conditions, products, and yield Reactants: C(C)C1=CC(=C(OC2=C(C=C(OCCCN3C(C4=CC=CC=C4C3=O)=O)C=C2)F)C=C1)O (2-{3-[4-(4-Ethyl-2-hydroxy-phenoxy)-3-fluoro-phenoxy]-propyl}-isoindole-1,3-dione), O.NN (hydrazine monohydrate), Cl (HCl). Run in CO (methanol). Conditions: temperature 0 celsius. Yields the product NCCCOC1=CC(=C(OC2=C(C=C(C=C2)CC)O)C=C1)F (2-[4-(3-aminopropoxy)-2-fluorophenoxy]-5-ethyl phenol). Yield: 41.7%. As a reaction SMILES: [CH2:1]([C:3]1[CH:31]=[CH:30][C:6]([O:7][C:8]2[CH:28]=[CH:27][C:11]([O:12][CH2:13][CH2:14][CH2:15][N:16]3C(=O)C4C(=CC=CC=4)C3=O)=[CH:10][C:9]=2[F:29])=[C:5]([OH:32])[CH:4]=1)[CH3:2].O.NN.Cl>CO>[NH2:16][CH2:15][CH2:14][CH2:13][O:12][C:11]1[CH:27]=[CH:28][C:8]([O:7][C:6]2[CH:30]=[CH:31][C:3]([CH2:1][CH3:2])=[CH:4][C:5]=2[OH:32])=[C:9]([F:29])[CH:10]=1 |f:1.2|. Reported procedure: To a solution of 2-{3-[4-(4-Ethyl-2-hydroxy-phenoxy)-3-fluoro-phenoxy]-propyl}-isoindole-1,3-dione (0.096 mmol; 42 mg) in methanol (2 mL), under argon, was added hydrazine monohydrate (0.21 mmol; 10 μL). The reaction was heated to reflux for 1 h 30. After cooling to 0° C., the mixture was hydrolysed with HCl 1N and filtered. The filtrate was basified with NaOH 0.1 N (pH=11) and extracted with chloroform (3*5 mL). Combined organic phases were dried over Na2SO4, concentrated in vacuo. The title co... Starting materials: NN1C(C2=CC=CC=C2C(=N1)S(=O)(=O)C1=CC=CC=C1)=O (2-amino-4-(phenylsulfonyl)phthalazin-1(2H)-one), CC=1C=C(C=CC1)CC(=O)O (2-(3-methylphenyl)acetic acid). Product: CC=1C=C(C=CC1)CC(=O)NN1C(C2=CC=CC=C2C(=N1)S(=O)(=O)C1=CC=CC=C1)=O (2-(3-methylphenyl)-N-[1-oxo-4-(phenylsulfonyl)phthalazin-2(1H)-yl]acetamide). RXN SMILES: [NH2:1][N:2]1[N:11]=[C:10]([S:12]([C:15]2[CH:20]=[CH:19][CH:18]=[CH:17][CH:16]=2)(=[O:14])=[O:13])[C:9]2[C:4](=[CH:5][CH:6]=[CH:7][CH:8]=2)[C:3]1=[O:21].[CH3:22][C:23]1[CH:24]=[C:25]([CH2:29][C:30](O)=[O:31])[CH:26]=[CH:27][CH:28]=1>>[CH3:22][C:23]1[CH:24]=[C:25]([CH2:29][C:30]([NH:1][N:2]2[N:11]=[C:10]([S:12]([C:15]3[CH:16]=[CH:17][CH:18]=[CH:19][CH:20]=3)(=[O:14])=[O:13])[C:9]3[C:4](=[CH:5][CH:6]=[CH:7][CH:8]=3)[C:3]2=[O:21])=[O:31])[CH:26]=[CH:27][CH:28]=1. Procedure details: The product from Example 68B and 2-(3-methylphenyl)acetic acid were processed using a method similar to that described in Example 10C to afford the title compound. 1H NMR (400 MHz, DMSO-d6) δ ppm 11.83 (s, 1H), 8.54-8.57 (m, 1H), 8.37-8.40 (m, 1H), 8.08-8.13 (m, 1H), 7.98-8.03 (m, 3H), 7.78-7.83 (m, 1H), 7.66-7.70 (m, 2H), 7.23 (t, J=7.5 Product: BrC=1C(=NNC1)C1=CC=CC=C1 (4-Bromo-3-phenyl-1H-pyrazole). RXN SMILES: [C:1]1([C:7]2[CH:11]=[CH:10][NH:9][N:8]=2)[CH:6]=[CH:5][CH:4]=[CH:3][CH:2]=1.C1C(=O)N([Br:19])C(=O)C1.O>CN(C=O)C>[Br:19][C:11]1[C:7]([C:1]2[CH:2]=[CH:3][CH:4]=[CH:5][CH:6]=2)=[N:8][NH:9][CH:10]=1. The solvent is CN(C)C=O (DMF). Reactants: C1(=CC=CC=C1)C1=NNC=C1 (3-phenyl-1H-pyrazole), C1CC(=O)N(C1=O)Br (NBS), O (water). Reported procedure: A solution of 3-phenyl-1H-pyrazole (4.08 g, 28.3 mmol) and NBS (5.04 g, 28.3 mmol) in DMF (40 mL) was stirred for 1 h at room temperature. The reaction mixture was poured into water and extracted with AcOEt. The extract was washed with water and brine, dried over MgSO4, and concentrated under reduced pressure. The residue was recrystallized from hexane/AcOEt to give the title compound (5.84 g, 93% yield) as a white solid: mp 114-116° C.; NMR (300 MHz, CDCl3): δ ppm 7.39-7.50 (31-1, m), 7.64 (1H,... Isolated yield 92.5%.